Dataset: the Open Reaction Database (ORD), a public repository of structured organic reaction records. Task: describe an organic reaction: reactants, conditions, products, and yield Reactants: COC(CNC[C@H](COC)NC(=O)OCC1=CC=CC=C1)=O ((R)-(2-Benzyloxycarbonylamino-3-methoxy-propylamino)-acetic acid methyl ester), C (charcoal). The solvent is CO (MeOH). Run at time 5 hour. Yields the product COC[C@H]1CNCC(N1)=O ((R)-6-methoxymethyl-piperazin-2-one). The yield is 82.7%. As a reaction SMILES: COC(=O)[CH2:4][NH:5][CH2:6][C@@H:7]([NH:11][C:12]([O:14]CC1C=CC=CC=1)=O)[CH2:8][O:9][CH3:10].C>CO>[CH3:10][O:9][CH2:8][C@@H:7]1[NH:11][C:12](=[O:14])[CH2:4][NH:5][CH2:6]1. Procedure details: (R)-(2-Benzyloxycarbonylamino-3-methoxy-propylamino)-acetic acid methyl ester (3.9 g, 12.58 mmol) is dissolved in MeOH (˜200 mL) and warmed in the presence of decolorizing charcoal for 1 h. The mixture is filtered through celite and the clear filtrate is concentrated. The residue is redissolved in MeOH (160 mL) and placed in a Parr bottle. Palladium-on-carbon (10%, 800 mg) is added and the mixture is hydrogenated for 5 h at 45 PSI. An additional portion of Pd-on-C (250 mg) is added and the mixtu... Starting materials: NC=1N=C(NC(C1N)=O)C1=C(C=CC=C1)OCCC (4,5-diamino-2-(2-propoxyphenyl)pyrimidin-6-one), C(C)(=O)O.C(=N)N (formamidine acetate), C(C)(=O)[O-].[Na+] (sodium acetate). The solvent is C(C)O (Ethanol). Product: C(CC)OC1=C(C=CC=C1)C1=NC(C2=NC=NC2=N1)=O (2-(2-Propoxyphenyl)-6-purinone). RXN SMILES: [NH2:1][C:2]1[N:3]=[C:4]([C:10]2[CH:15]=[CH:14][CH:13]=[CH:12][C:11]=2[O:16][CH2:17][CH2:18][CH3:19])[NH:5][C:6](=[O:9])[C:7]=1[NH2:8].[C:20](O)(=O)C.C(N)=N.C([O-])(=O)C.[Na+]>C(O)C>[CH2:17]([O:16][C:11]1[CH:12]=[CH:13][CH:14]=[CH:15][C:10]=1[C:4]1[N:3]=[C:2]2[C:7](=[N:8][CH:20]=[N:1]2)[C:6](=[O:9])[N:5]=1)[CH2:18][CH3:19] |f:1.2,3.4|. Reported procedure: A mixture of 4,5-diamino-2-(2-propoxyphenyl)pyrimidin-6-one (0.3 g), formamidine acetate (0.18 g) and anhydrous sodium acetate (0.1 g) was heated in an oil bath at 155°-165° C. for 21/2 hours. The mixture melted and then resolidified. Ethanol (1 ml) was added and the title compound was collected by filtration, 0.31 g, m.p. 256°-258° C. Starting materials: ClC1=C(C=CC=C1)B(O)O (2-chlorophenyl boronic acid), C([O-])([O-])=O.[K+].[K+] (potassium carbonate), FC(C(=O)N1CC2=CC(=CC(=C2CC1)I)[N+](=O)[O-])(F)F (2,2,2-Trifluoro-1-(5-iodo-7-nitro-3,4-dihydro-1H-isoquinolin-2-yl)-ethanone), ClC1=C(C=CC=C1)B(O)O (2-chlorophenyl boronic acid), C([O-])([O-])=O.[K+].[K+] (potassium carbonate). The reagents and catalysts are C=1C=CC(=CC1)[P](C=2C=CC=CC2)(C=3C=CC=CC3)[Pd]([P](C=4C=CC=CC4)(C=5C=CC=CC5)C=6C=CC=CC6)([P](C=7C=CC=CC7)(C=8C=CC=CC8)C=9C=CC=CC9)[P](C=1C=CC=CC1)(C=1C=CC=CC1)C=1C=CC=CC1 (palladium tetrakis), catalyst. Solvent: C1(=CC=CC=C1)C (toluene). Run at temperature 95 celsius, time 2 hour. Yields the product ClC1=C(C=CC=C1)C1=C2CCN(CC2=CC(=C1)[N+](=O)[O-])C(C(F)(F)F)=O (1-[5-(2-chloro-phenyl)-7-nitro-3,4-dihydro-1H-isoquinolin-2-yl]-2,2,2-trifluoro-ethanone). The yield is 100.1%. Reaction SMILES: [F:1][C:2]([F:20])([F:19])[C:3]([N:5]1[CH2:14][CH2:13][C:12]2[C:7](=[CH:8][C:9]([N+:16]([O-:18])=[O:17])=[CH:10][C:11]=2I)[CH2:6]1)=[O:4].[Cl:21][C:22]1[CH:27]=[CH:26][CH:25]=[CH:24][C:23]=1B(O)O.C(=O)([O-])[O-].[K+].[K+]>C1(C)C=CC=CC=1.C1C=CC([P]([Pd]([P](C2C=CC=CC=2)(C2C=CC=CC=2)C2C=CC=CC=2)([P](C2C=CC=CC=2)(C2C=CC=CC=2)C2C=CC=CC=2)[P](C2C=CC=CC=2)(C2C=CC=CC=2)C2C=CC=CC=2)(C2C=CC=CC=2)C2C=CC=CC=2)=CC=1>[Cl:21][C:22]1[CH:27]=[CH:26][CH:25]=[CH:24][C:23]=1[C:11]1[CH:10]=[C:9]([N+:16]([O-:18])=[O:17])[CH:8]=[C:7]2[C:12]=1[CH2:13][CH2:14][N:5]([C:3](=[O:4])[C:2]([F:20])([F:19])[F:1])[CH2:6]2 |f:2.3.4,^1:47,49,68,87|. Procedure: 2,2,2-Trifluoro-1-(5-iodo-7-nitro-3,4-dihydro-1H-isoquinolin-2-yl)-ethanone (1MK1, 750 mgs, 1.88 mmoles) was dissolved in toluene (25 mls) and 2-chlorophenyl boronic acid (352 mg, 2.25 mmoles), anhydrous potassium carbonate (311 mg, 2.25 mmoles) and finally palladium tetrakis catalyst (111 mg, 0.099 mmoles, 5 mol %) was added. The reaction mixture was flushed with nitrogen and heated to 95° C. overnight. Starting material was still present therefore further 2-chlorophenyl boronic acid (88 mg, 0.... The reactants are Cl.N1=CC=C(C=C1)C(N)=N (pyridine-4-carboximidamide hydrochloride), N(N)C(=O)C=1SC=CC1NC(CC1=CC=C(C=C1)OC)=O (N-(2-(hydrazinecarbonyl)thiophen-3-yl)-2-(4-methoxyphenyl)acetamide). Product: COC1=CC=C(C=C1)CC(=O)NC1=C(SC=C1)C1=NC(=NN1)C1=CC=NC=C1 (2-(4-methoxyphenyl)-N-(2-(3-(pyridin-4-yl)-1H-1,2,4-triazol-5-yl)thiophen-3-yl)acetamide). RXN SMILES: Cl.[N:2]1[CH:7]=[CH:6][C:5]([C:8](=[NH:10])[NH2:9])=[CH:4][CH:3]=1.[NH:11]([C:13]([C:15]1[S:16][CH:17]=[CH:18][C:19]=1[NH:20][C:21](=[O:31])[CH2:22][C:23]1[CH:28]=[CH:27][C:26]([O:29][CH3:30])=[CH:25][CH:24]=1)=O)N>>[CH3:30][O:29][C:26]1[CH:25]=[CH:24][C:23]([CH2:22][C:21]([NH:20][C:19]2[CH:18]=[CH:17][S:16][C:15]=2[C:13]2[NH:11][N:9]=[C:8]([C:5]3[CH:6]=[CH:7][N:2]=[CH:3][CH:4]=3)[N:10]=2)=[O:31])=[CH:28][CH:27]=1 |f:0.1|. Reported procedure: The title compound was prepared from pyridine-4-carboximidamide hydrochloride (157 mg, 1.00 mmol) and N-(2-(hydrazinecarbonyl)thiophen-3-yl)-2-(4-methoxyphenyl)acetamide (Example 1.11.1., 204 mg, 0.668 mmol) according to the procedure described in Example 1.11.2., above. Retention time (min)=2.511, method [7], MS(ESI) 392.1 (M+H); 1H NMR (300 MHz, DMSO-d6) δ 10.52 (s, 1H), 8.87 (d, J=4.5 Hz, 2H), 8.08-8.16 (m, 2H), 7.94 (d, J=5.0 Hz, 1H), 7.67-7.70 (m, 1H), 7.31 (d, J=8.6 Hz, 2H), 7.88 (d, J=8.6... Reaction conditions: temperature 160 celsius. Yield: 31.0%. Reported procedure: To a solution of 6-chloro-pyridine-3-sulfonic acid (4-fluoro-phenyl)-isobutyl-amide (150 mg, 439 μmol) and 4-amino-1-boc piperidine (114 mg, 570 μmol) in acetonitrile (3 mL) was added DIPEA (115 μl, 658 μmol) and the reaction was heated at 160° C. in a microwave reactor for 2.5 hours. EtOAc and saturated aqueous NaHCO3 were added, extracted, washed with brine, dried with Na2SO4 then concentrated and purified by silica gel column chromatography (0-50% EtOAc in cyclohexane) to give 4-{5-[(4-fluoro... The reactants are C(=O)(O)[O-].[Na+] (NaHCO3), FC1=CC=C(C=C1)N(S(=O)(=O)C=1C=NC(=CC1)Cl)CC(C)C (6-chloro-pyridine-3-sulfonic acid (4-fluoro-phenyl)-isobutyl-amide), NC1CCN(CC1)C(=O)OC(C)(C)C (4-amino-1-boc piperidine), CCN(C(C)C)C(C)C (DIPEA). Reaction SMILES: [F:1][C:2]1[CH:7]=[CH:6][C:5]([N:8]([CH2:19][CH:20]([CH3:22])[CH3:21])[S:9]([C:12]2[CH:13]=[N:14][C:15](Cl)=[CH:16][CH:17]=2)(=[O:11])=[O:10])=[CH:4][CH:3]=1.[NH2:23][CH:24]1[CH2:29][CH2:28][N:27]([C:30]([O:32][C:33]([CH3:36])([CH3:35])[CH3:34])=[O:31])[CH2:26][CH2:25]1.CCN(C(C)C)C(C)C.C([O-])(O)=O.[Na+]>C(#N)C.CCOC(C)=O>[C:33]([O:32][C:30]([N:27]1[CH2:28][CH2:29][CH:24]([NH:23][C:15]2[CH:16]=[CH:17][C:12]([S:9](=[O:11])(=[O:10])[N:8]([C:5]3[CH:6]=[CH:7][C:2]([F:1])=[CH:3][CH:4]=3)[CH2:19][CH:20]([CH3:22])[CH3:21])=[CH:13][N:14]=2)[CH2:25][CH2:26]1)=[O:31])([CH3:36])([CH3:34])[CH3:35] |f:3.4|. Product: C(C)(C)(C)OC(=O)N1CCC(CC1)NC1=NC=C(C=C1)S(N(CC(C)C)C1=CC=C(C=C1)F)(=O)=O (4-{5-[(4-fluoro-phenyl)-isobutyl-sulfamoyl]-pyridin-2-ylamino}-piperidine-1-carboxylic acid tert-butyl ester). Run in CCOC(=O)C (EtOAc), C(C)#N (acetonitrile).